This data is from the Open Reaction Database (ORD), a public repository of structured organic reaction records. The task is: describe an organic reaction: reactants, conditions, products, and yield The reactants are S(O)(O)(=O)=O (sulfuric acid), [OH-].[NH4+] (ammonium hydroxide), 180, CC1=CC=C(C=C1)S(=O)(=O)N1CCN(CC1)C1=C(C=C(C=C1C)C)C (1-[(4-methylphenyl)sulfonyl]-4-(2,4,6-trimethylphenyl)piperazine). Run in O (water). Product: CC1=C(C(=CC(=C1)C)C)N1CCNCC1 (1-(2,4,6-trimethylphenyl)piperazine), intermediate 14. Isolated yield 69.0%. Reaction SMILES: CC1C=CC(S([N:11]2[CH2:16][CH2:15][N:14]([C:17]3[C:22]([CH3:23])=[CH:21][C:20]([CH3:24])=[CH:19][C:18]=3[CH3:25])[CH2:13][CH2:12]2)(=O)=O)=CC=1.S(=O)(=O)(O)O.[OH-].[NH4+]>O>[CH3:23][C:22]1[CH:21]=[C:20]([CH3:24])[CH:19]=[C:18]([CH3:25])[C:17]=1[N:14]1[CH2:13][CH2:12][NH:11][CH2:16][CH2:15]1 |f:2.3|. Procedure details: to a stirred mixture of 180 parts of 1-[(4-methylphenyl)sulfonyl]-4-(2,4,6-trimethylphenyl)piperazine and 450 parts of water were added dropwise 675 parts of sulfuric acid. The whole was stirred and refluxed for 4 hours. After cooling, the whole was treated with an ammonium hydroxide solution. The product was extracted with dichloromethane. The extract was dried, filtered and evaporated, yielding 70 parts (69%) of 1-(2,4,6-trimethylphenyl)piperazine as a residue (intermediate 14). The reactants are ON (HONH2), C(C)OC(CCCCCCN(C1=NC=CC=C1)C1=NC=C(C=C1)C)=O (7-[(5-Methyl-pyridin-2-yl)-pyridin-2-yl-amino]-heptanoic acid ethyl ester). The solvent is CO (MeOH), CN(C)C=O (DMF). Conditions: time 72 hour. Yields the product ONC(CCCCCCN(C1=NC=CC=C1)C1=NC=C(C=C1)C)=O (N-Hydroxy-7-((5-methylpyridin-2-yl)(pyridin-2-yl)amino)heptanamide). Isolated yield 75.0%. As a reaction SMILES: [OH:1][NH2:2].C([O:5][C:6](=O)[CH2:7][CH2:8][CH2:9][CH2:10][CH2:11][CH2:12][N:13]([C:20]1[CH:25]=[CH:24][C:23]([CH3:26])=[CH:22][N:21]=1)[C:14]1[CH:19]=[CH:18][CH:17]=[CH:16][N:15]=1)C>CO.CN(C=O)C>[OH:1][NH:2][C:6](=[O:5])[CH2:7][CH2:8][CH2:9][CH2:10][CH2:11][CH2:12][N:13]([C:20]1[CH:25]=[CH:24][C:23]([CH3:26])=[CH:22][N:21]=1)[C:14]1[CH:19]=[CH:18][CH:17]=[CH:16][N:15]=1. Procedure: HONH2 (50% aqueous, 1 mL) was added to II (50 mg, 0.15 mmol) in MeOH (1 mL) and DMF (0.5 mL) at rt. The reaction mixture was stirred for 72 h, after which the solvents were evaporated under reduced pressure. The resulting residue was dissolved and co-evaporated with toluene (3×5 mL) then was purified by silica gel column chromatography eluting with CH2Cl2/MeOH (100:2 to 100:8) to furnish III as a pale brown oil (37 mg, 75%). Starting materials: NC1=C(C(=O)OC)C=CC=C1N (methyl 2,3-diaminobenzoate), C(=O)O (formic acid). Run in Cl (HCl). Product: N1=CNC2=C1C=CC=C2C(=O)OC (Methyl 3H-Benzimidazole-4-carboxylate). As a reaction SMILES: [NH2:1][C:2]1[C:11]([NH2:12])=[CH:10][CH:9]=[CH:8][C:3]=1[C:4]([O:6][CH3:7])=[O:5].[CH:13](O)=O>Cl>[N:12]1[C:11]2[CH:10]=[CH:9][CH:8]=[C:3]([C:4]([O:6][CH3:7])=[O:5])[C:2]=2[NH:1][CH:13]=1. Procedure: 2.000 g of methyl 2,3-diaminobenzoate are suspended in 35 ml of 4M aqueous HCl. The suspension is admixed at room temperature with 1.350 ml of formic acid and heated to reflux over one hour. The reaction solution is cooled to room temperature and the precipitated solid is filtered off. The filtercake is taken up in 50 ml of methanol and the mixture is heated to reflux until all solids have dissolved. The hot solution is treated with 0.500 g of activated carbon and subsequently clarified by filtr... Starting materials: [Br-], Brc1ccc2c(c1)OCO2, [Mg+]c1ccc2c(c1)OCO2, CCOC(=O)C1=C(c2ccc3c(c2)OCO3)c2ccccc2C1=O, C1CCOC1, C1CCOC1, CCOCC, Cl, [Mg]. Product: CCOC(=O)C1=C(c2ccc3c(c2)OCO3)c2ccccc2C1(O)c1ccc2c(c1)OCO2. As a reaction SMILES: [Br-:12].[Br:2][c:3]1[cH:4][c:5]2[c:6]([cH:7][cH:8]1)[O:9][CH2:10][O:11]2.[CH2:13]1[O:14][c:15]2[cH:16][cH:17][c:18]([Mg+:19])[cH:20][c:21]2[O:22]1.[CH2:23]1[O:24][c:25]2[cH:26][c:27]([C:32]3=[C:33]([C:42](=[O:43])[O:44][CH2:45][CH3:46])[C:34](=[O:41])[c:35]4[cH:36][cH:37][cH:38][cH:39][c:40]43)[cH:28][cH:29][c:30]2[O:31]1.[CH2:48]1[O:49][CH2:50][CH2:51][CH2:52]1.[CH2:58]1[O:59][CH2:60][CH2:61][CH2:62]1.[CH3:53][CH2:54][O:55][CH2:56][CH3:57].[ClH:47].[Mg:1]>>[c:3]1([C:34]2([OH:41])[C:33]([C:42](=[O:43])[O:44][CH2:45][CH3:46])=[C:32]([c:27]3[cH:26][c:25]4[c:30]([cH:29][cH:28]3)[O:31][CH2:23][O:24]4)[c:40]3[c:35]2[cH:36][cH:37][cH:38][cH:39]3)[cH:4][c:5]2[c:6]([cH:7][cH:8]1)[O:9][CH2:10][O:11]2. Starting materials: C(C)C1=C(C(=CC(=C1)C1=NOC(=N1)C=1SC(=C(C1)CC(C)C)C)C)CCC(=O)O (3-{2-ethyl-4-[5-(4-isobutyl-5-methyl-thiophen-2-yl)-[1,2,4]oxadiazol-3-yl]-6-methyl-phenyl}-propionic acid), C(O)CN (ethanolamine), CCN(C(C)C)C(C)C (DIPEA), CN(C)C(=[N+](C)C)ON1C2=C(C=CC=C2)N=N1.[B-](F)(F)(F)F (TBTU). Solvent: C(Cl)Cl (DCM), CC(OCC)=O (EA). Run at temperature 0 celsius, time 16 hour. Product: C(C)C1=C(C(=CC(=C1)C1=NOC(=N1)C=1SC(=C(C1)CC(C)C)C)C)CCC(=O)NCCO (3-{2-ethyl-4-[5-(4-isobutyl-5-methyl-thiophen-2-yl)-[1,2,4]oxadiazol-3-yl]-6-methyl-phenyl}-N-(2-hydroxy-ethyl)-propionamide). Yield: 85.6%. As a reaction SMILES: [CH2:1]([C:3]1[CH:8]=[C:7]([C:9]2[N:13]=[C:12]([C:14]3[S:15][C:16]([CH3:23])=[C:17]([CH2:19][CH:20]([CH3:22])[CH3:21])[CH:18]=3)[O:11][N:10]=2)[CH:6]=[C:5]([CH3:24])[C:4]=1[CH2:25][CH2:26][C:27](O)=[O:28])[CH3:2].CCN(C(C)C)C(C)C.CN(C(ON1N=NC2C=CC=CC1=2)=[N+](C)C)C.[B-](F)(F)(F)F.[CH2:61]([CH2:63][NH2:64])[OH:62]>C(Cl)Cl.CC(=O)OCC>[CH2:1]([C:3]1[CH:8]=[C:7]([C:9]2[N:13]=[C:12]([C:14]3[S:15][C:16]([CH3:23])=[C:17]([CH2:19][CH:20]([CH3:22])[CH3:21])[CH:18]=3)[O:11][N:10]=2)[CH:6]=[C:5]([CH3:24])[C:4]=1[CH2:25][CH2:26][C:27]([NH:64][CH2:63][CH2:61][OH:62])=[O:28])[CH3:2] |f:2.3|. Reported procedure: To a solution of 3-{2-ethyl-4-[5-(4-isobutyl-5-methyl-thiophen-2-yl)-[1,2,4]oxadiazol-3-yl]-6-methyl-phenyl}-propionic acid (42 mg, 100 μmol) and DIPEA (39 mg, 300 μmol) in DCM (2 mL), TBTU (32 mg, 100 μmol) followed by ethanolamine (18 mg, 300 μmol) is added. The mixture is stirred at 0° C. for 16 h before it is diluted with EA, washed with 1 N aq. NaOH solution, dried over Na2SO4 and filtered. The solvent is evaporated and the residue is dried under HV to give 3-{2-ethyl-4-[5-(4-isobutyl-5-met... Reactants: C(C)OC(=O)NC1=C(C(=O)OCC)C(=CC(=C1C)[N+](=O)[O-])CC (ethyl 2-ethoxycarbonylamino-6-ethyl-3-methyl-4-nitro-benzoate), [H][H] (hydrogen). Reagents/catalysts: [Pd] (palladium on charcoal). Solvent: C(C)O (ethanol). Yields the product NC1=C(C(=C(C(=O)OCC)C(=C1)CC)NC(=O)OCC)C (ethyl 4-amino-2-ethoxycarbonylamino-6-ethyl-3-methyl-benzoate). The yield is 94.4%. As a reaction SMILES: [CH2:1]([O:3][C:4]([NH:6][C:7]1[C:17]([CH3:18])=[C:16]([N+:19]([O-])=O)[CH:15]=[C:14]([CH2:22][CH3:23])[C:8]=1[C:9]([O:11][CH2:12][CH3:13])=[O:10])=[O:5])[CH3:2].[H][H]>C(O)C.[Pd]>[NH2:19][C:16]1[CH:15]=[C:14]([CH2:22][CH3:23])[C:8]([C:9]([O:11][CH2:12][CH3:13])=[O:10])=[C:7]([NH:6][C:4]([O:3][CH2:1][CH3:2])=[O:5])[C:17]=1[CH3:18]. Reported procedure: A solution of ethyl 2-ethoxycarbonylamino-6-ethyl-3-methyl-4-nitro-benzoate (35 mg) in absolute ethanol (80 ml) was hydrogenated over 10% palladium on charcoal at 50 psi. hydrogen on a Parr hydrogenator for 5 hrs. The catalyst was removed by suction filtration through Celite. The filtrate was evaporated to give an oil which was further purified by thick layer chromatography (30% ethyl acetate: pet. ether 30-60) to give ethyl 4-amino-2-ethoxycarbonylamino-6-ethyl-3-methyl-benzoate as a white soli...